Dataset: the Open Reaction Database (ORD), a public repository of structured organic reaction records. Task: describe an organic reaction: reactants, conditions, products, and yield Reactants: COC=1C=CC=2C[C@@H]3[C@@H]4CCC(C[C@@]4(C2C1)CCN3C)=O (3-methoxy-17-methylmorphinan-6-one), C(=O)([O-])[O-].[K+].[K+] (K2CO3), N#CBr (cyanogen bromide). Run in C(Cl)(Cl)Cl (chloroform). Yields the product C(#N)N1[C@H]2[C@@H]3CCC(C[C@@]3(C=3C=C(C=CC3C2)OC)CC1)=O (17-Cyano-3-methoxymorphinan-6-one). As a reaction SMILES: [CH3:1][O:2][C:3]1[CH:4]=[CH:5][C:6]2[CH2:7][C@H:8]3[N:19]([CH3:20])[CH2:18][CH2:17][C@@:14]4([C:15]=2[CH:16]=1)[C@H:9]3[CH2:10][CH2:11][C:12](=[O:21])[CH2:13]4.C([O-])([O-])=O.[K+].[K+].[N:28]#CBr>C(Cl)(Cl)Cl>[C:20]([N:19]1[CH2:18][CH2:17][C@@:14]23[C:15]4[CH:16]=[C:3]([O:2][CH3:1])[CH:4]=[CH:5][C:6]=4[CH2:7][C@@H:8]1[C@@H:9]2[CH2:10][CH2:11][C:12](=[O:21])[CH2:13]3)#[N:28] |f:1.2.3|. Reported procedure: An 8.4 g sample of 3-methoxy-17-methylmorphinan-6-one (prepared as in Part 6A) in 85 ml of chloroform containing 6.09 g of dry K2CO3 was reacted with 3.8 g of cyanogen bromide and the product isolated as described in Example 1B. The product was crystallized from ethanol; yield 6.96 g (80%), mp 211°-214° C. Starting materials: C(C)OP(OCC)[O-] (diethylphosphite), FC1=C(C=C(CBr)C=C1)OC1=CC=CC=C1 (4-fluoro-3-phenoxybenzyl bromide), CC(C)([O-])C.[Na+] (sodium t-butoxide). Run in O1CCCC1 (tetrahydrofuran). Run at temperature 10 celsius, time 5 minute. The product is FC1=C(C=C(CP(OCC)(OCC)=O)C=C1)OC1=CC=CC=C1 (Diethyl (4-fluoro-3-phenoxybenzyl)phosphonate), O1CCCC1 (tetrahydrofuran). Isolated yield 98.0%. As a reaction SMILES: [CH2:1]([O:3][P:4]([O-:8])[O:5][CH2:6][CH3:7])[CH3:2].CC(C)([O-])C.[Na+].[F:15][C:16]1[CH:23]=[CH:22][C:19]([CH2:20]Br)=[CH:18][C:17]=1[O:24][C:25]1[CH:30]=[CH:29][CH:28]=[CH:27][CH:26]=1>O1CCCC1>[F:15][C:16]1[CH:23]=[CH:22][C:19]([CH2:20][P:4](=[O:8])([O:5][CH2:6][CH3:7])[O:3][CH2:1][CH3:2])=[CH:18][C:17]=1[O:24][C:25]1[CH:26]=[CH:27][CH:28]=[CH:29][CH:30]=1.[O:24]1[CH2:25][CH2:30][CH2:29][CH2:28]1 |f:1.2|. Reported procedure: A mixture of diethylphosphite (6.9 g, 0.05 mol) in tetrahydrofuran is cooled to 10° C., treated portionwise with sodium t-butoxide (4.9 g, 0.05 mol) while maintaining the reaction mixture temperature below about 20° C., stirred at room temperature for 5 minutes, cooled, and treated dropwise with 4-fluoro-3-phenoxybenzyl bromide (14.05 g, 0.05 mol) at about 10-15° C. to give a solution of the title product in tetrahydrofuran (98% yield by gas chromatography). The reactants are [H][H] (hydrogen), [H][H] (hydrogen), FC(C=1C=C(C#N)C=C(C1)C(F)(F)F)(F)F (3,5-bis(trifluoromethyl)benzonitrile), N (ammonia), liquid. The reagents and catalysts are [Pd] (palladium), catalyst. The solvent is CO (methanol). Yields the product FC(C=1C=C(CN)C=C(C1)C(F)(F)F)(F)F (3,5-bis(trifluoromethyl)benzylamine). Yield: 85.1%. Reaction SMILES: [F:1][C:2]([F:16])([F:15])[C:3]1[CH:4]=[C:5]([CH:8]=[C:9]([C:11]([F:14])([F:13])[F:12])[CH:10]=1)[C:6]#[N:7].N.[H][H]>[Pd].CO>[F:1][C:2]([F:15])([F:16])[C:3]1[CH:4]=[C:5]([CH:8]=[C:9]([C:11]([F:14])([F:12])[F:13])[CH:10]=1)[CH2:6][NH2:7]. Procedure details: At first, a 1-liter autoclave equipped with a mechanical stirrer was charged with 200 g (0.84 mol) of 3,5-bis(trifluoromethyl)benzonitrile, 200 ml of methanol, and 6 g of a catalyst (i.e., a carbon powder (50% wet) carrying thereon 5% palladium), followed by introduction of 14 g of liquid ammonia and then introduction of hydrogen to have a pressure of 1 MPa. Then, the reaction mixture was stirred, while the reaction temperature was maintained at 20° C. and while hydrogen was gradually introduced... Reactants: C, CCOC(C)=O, COC(=O)COc1ccc([N+](=O)[O-])cn1, [Pd]. RXN SMILES: [C:16].[CH3:18][CH2:19][O:20][C:21](=[O:22])[CH3:23].[CH3:1][O:2][C:3](=[O:4])[CH2:5][O:6][c:7]1[n:8][cH:9][c:10]([N+:13]([O-:14])=[O:15])[cH:11][cH:12]1.[Pd:17]>>[CH3:1][O:2][C:3](=[O:4])[CH2:5][O:6][c:7]1[n:8][cH:9][c:10]([NH2:13])[cH:11][cH:12]1. Yields the product COC(=O)COc1ccc(N)cn1. The reactants are CO (methanol), amino, S(=O)(Cl)Cl (thionyl chloride), C1=CC(=CC=C1CCCC(=O)O)N(CCCl)CCCl (chlorambucil), 1H-2-(3-nitrophenyl)benzimidazole 5-[N-(2-amidinoethyl)]carboxyamide hydrochloride, CN(C)C=O (DMF), CN(C)C=O (DMF). Reagents/catalysts: [Pd] (Pd/C). Solvent: C(Cl)Cl (methylene chloride). Reaction conditions: time 7 hour. Product: ClCCN(CCCl)C1=CC=C(C=C1)CCCC(=O)Cl (4-[4-[N,N-bis(2-chloroethyl)amino]phenyl]butyryl chloride), desired compound. Yield: 39.1%. Reaction SMILES: CN(C=O)C.CO.S(Cl)([Cl:10])=O.[CH:12]1[C:17]([CH2:18][CH2:19][CH2:20][C:21](O)=[O:22])=[CH:16][CH:15]=[C:14]([N:24]([CH2:28][CH2:29][Cl:30])[CH2:25][CH2:26][Cl:27])[CH:13]=1>[Pd].C(Cl)Cl>[Cl:27][CH2:26][CH2:25][N:24]([C:14]1[CH:15]=[CH:16][C:17]([CH2:18][CH2:19][CH2:20][C:21]([Cl:10])=[O:22])=[CH:12][CH:13]=1)[CH2:28][CH2:29][Cl:30]. Reported procedure: 0.33 g (0.83 mmol) of 1H-2-(3-nitrophenyl)benzimidazole-5-[N-(2-amidinoethyl)]carboxyamide hydrochloride was suspended in a mixed solvent of DMF and methanol, and catalytic hydrogenation was then carried out in the presence of 10% Pd/C as a catalyst to lead the above-mentioned compound to a corresponding amino compound. This DMF solution was stirred under ice cooling and under a nitrogen gas stream, and a methylene chloride solution of 4-[4-[N,N-bis(2-chloroethyl)amino]phenyl]butyryl chloride {w... Reactants: OC1=C(C=CC=C1)CCC1SCCN1 (2-[2'-(o-hydroxyphenyl)ethyl]thiazolidine), ClCC(=O)Cl (α-Chloroacetylchloride). The solvent is ClCCCl (1,2-dichloroethane), C(C)N(CC)CC (triethylamine). Reaction conditions: temperature -10 celsius, time 1 hour. Yields the product ClCC(=O)N1C(SCC1)CCC1=C(C=CC=C1)OC(CCl)=O (3-α-chloroacetyl-2-[2'-(o-α-chloroacetoxy-phenyl)ethyl]thiazolidine). The yield is 57.8%. As a reaction SMILES: [Cl:1][CH2:2][C:3](Cl)=[O:4].[OH:6][C:7]1[CH:12]=[CH:11][CH:10]=[CH:9][C:8]=1[CH2:13][CH2:14][CH:15]1[NH:19][CH2:18][CH2:17][S:16]1>ClCCCl.C(N(CC)CC)C>[Cl:1][CH2:2][C:3]([N:19]1[CH2:18][CH2:17][S:16][CH:15]1[CH2:14][CH2:13][C:8]1[CH:9]=[CH:10][CH:11]=[CH:12][C:7]=1[O:6][C:3](=[O:4])[CH2:2][Cl:1])=[O:4]. Procedure details: α-Chloroacetylchloride (13.4 g, 9.5 ml) is added, with exclusion of humidity, under stirring, in 30 minutes, to a solution of the above thiazolidine (12 g) in 1,2-dichloroethane (120 ml) and triethylamine (18 ml), cooled at -10° C. Stirring is continued for 1 hour at 0° C. and the mixture is partitioned with water. The organic phase is separated, washed with water, dried on CaCl2 and the solvents are evaporated to dryness in vacuum. Crystallization from Et2O gives 3-α-chloroacetyl-2-[2'-(o-α-chl... The reactants are CC(C)(C)ONC(=O)CCCCOc1ccc(-c2ccc(F)cc2)cc1, O=C(O)C(F)(F)F. Yields the product O=C(CCCCOc1ccc(-c2ccc(F)cc2)cc1)NO. Reaction SMILES: [C:1]([CH3:2])([CH3:3])([CH3:4])[O:5][NH:6][C:7]([CH2:8][CH2:9][CH2:10][CH2:11][O:12][c:13]1[cH:14][cH:15][c:16](-[c:19]2[cH:20][cH:21][c:22]([F:25])[cH:23][cH:24]2)[cH:17][cH:18]1)=[O:26].[OH:27][C:28]([C:29]([F:30])([F:31])[F:32])=[O:33]>>[OH:5][NH:6][C:7]([CH2:8][CH2:9][CH2:10][CH2:11][O:12][c:13]1[cH:14][cH:15][c:16](-[c:19]2[cH:20][cH:21][c:22]([F:25])[cH:23][cH:24]2)[cH:17][cH:18]1)=[O:26]. Starting materials: C(C)(=O)OC(COC)C (propylene glycol monomethyl ether acetate), C1(=CC=C(C=C1)S(=O)(=O)O)C (p-toluenesulfonic acid), 90, C(=C)N1C(CCC1)=O (N-vinyl-2-pyrrolidone), OC1=CC=C(C=C)C=C1 (p-hydroxystyrene), C(C(=C)C)(=O)OC(C)(C)C (tert-butyl methacrylate), C(=C)OCC (ethyl vinyl ether). Run in C(C(C)C)C(=O)C (methyl isobutyl ketone). Conditions: time 3 hour. Product: OC1=CC=C(C=C)C=C1.C(C)OC(C)OC1=CC=C(C=C)C=C1.O=C1N(CCC1)C(C)OC1=CC=C(C=C)C=C1.C(C(=C)C)(=O)OC(C)(C)C (p-hydroxystyrene p-(1-ethoxyethoxy)styrene p-{1-(2-oxo-1-pyrrolidinyl)ethoxy}styrene tert-butyl methacrylate). Reaction SMILES: [C:1]([O:4][CH:5](C)[CH2:6]OC)(=O)[CH3:2].[OH:10][C:11]1[CH:18]=[CH:17][C:14]([CH:15]=[CH2:16])=[CH:13][CH:12]=1.[C:19]([O:24][C:25]([CH3:28])([CH3:27])[CH3:26])(=[O:23])[C:20]([CH3:22])=[CH2:21].C1(C)C=CC(S(O)(=O)=O)=CC=1.C(OCC)=C.[CH:45]([N:47]1[CH2:51][CH2:50][CH2:49][C:48]1=[O:52])=[CH2:46]>C(C(C)=O)C(C)C>[OH:10][C:11]1[CH:18]=[CH:17][C:14]([CH:15]=[CH2:16])=[CH:13][CH:12]=1.[CH2:1]([O:4][CH:5]([O:10][C:11]1[CH:18]=[CH:17][C:14]([CH:15]=[CH2:16])=[CH:13][CH:12]=1)[CH3:6])[CH3:2].[O:52]=[C:48]1[CH2:49][CH2:50][CH2:51][N:47]1[CH:45]([O:10][C:11]1[CH:18]=[CH:17][C:14]([CH:15]=[CH2:16])=[CH:13][CH:12]=1)[CH3:46].[C:19]([O:24][C:25]([CH3:28])([CH3:27])[CH3:26])(=[O:23])[C:20]([CH3:22])=[CH2:21] |f:7.8.9.10|. Reported procedure: Into 120 parts of propylene glycol monomethyl ether acetate was dissolved 30.0 parts of a copolymer, produced by the radical polymerization, having p-hydroxystyrene unit and a unit of tert-butyl methacrylate in a ratio of 90 10 (weight average molecular weight: 18,500 and distribution: 1.85). The solution was cooled to room temperature and a catalytic amount of p-toluenesulfonic acid was added thereto and dissolved. To this solution was added dropwise 8.71 parts of ethyl vinyl ether over 30 minu...